From a dataset of the Open Reaction Database (ORD), a public repository of structured organic reaction records. describe an organic reaction: reactants, conditions, products, and yield Starting materials: CC(=O)[O-], CC(=O)O, CC(=O)c1ccc([N+](=O)[O-])cc1, N#CCC#N, [NH4+], O, c1ccccc1. Product: CC(=C(C#N)C#N)c1ccc([N+](=O)[O-])cc1. As a reaction SMILES: [CH3:19][C:20](=[O:21])[O-:22].[CH3:23][C:24](=[O:25])[OH:26].[N+:1](=[O:2])([O-:3])[c:4]1[cH:5][cH:6][c:7]([C:10]([CH3:11])=[O:12])[cH:8][cH:9]1.[N:13]#[C:14][CH2:15][C:16]#[N:17].[NH4+:18].[OH2:33].[cH:27]1[cH:28][cH:29][cH:30][cH:31][cH:32]1>>[N+:1](=[O:2])([O-:3])[c:4]1[cH:5][cH:6][c:7]([C:10]([CH3:11])=[C:15]([C:14]#[N:13])[C:16]#[N:17])[cH:8][cH:9]1. Starting materials: FC(F)(F)Oc1ccccc1Br, [Li]CCCC, C1CCOC1, CON(C)C(=O)c1cc(Br)cnc1N. Yields the product Nc1ncc(Br)cc1C(=O)c1ccccc1OC(F)(F)F. RXN SMILES: [Br:1][c:2]1[c:3]([O:8][C:9]([F:10])([F:11])[F:12])[cH:4][cH:5][cH:6][cH:7]1.[CH2:13]([Li:14])[CH2:15][CH2:16][CH3:17].[CH2:32]1[O:33][CH2:34][CH2:35][CH2:36]1.[NH2:18][c:19]1[c:20]([C:21](=[O:22])[N:23]([O:24][CH3:25])[CH3:26])[cH:27][c:28]([Br:31])[cH:29][n:30]1>>[c:2]1([C:21]([c:20]2[c:19]([NH2:18])[n:30][cH:29][c:28]([Br:31])[cH:27]2)=[O:22])[c:3]([O:8][C:9]([F:10])([F:11])[F:12])[cH:4][cH:5][cH:6][cH:7]1. RXN SMILES: [F:1][C:2]([C:3](=[O:4])[NH:5][C:6]1([c:11]2[cH:12][cH:13][c:14](-[c:17]3[n:18][c:19]4[cH:20][cH:21][n:22]5[c:23]([c:24]4[cH:25][c:26]3-[c:27]3[cH:28][cH:29][cH:30][cH:31][cH:32]3)[n:33][n:34][c:35]5-[c:36]3[n:37][cH:38][cH:39][cH:40][n:41]3)[cH:15][cH:16]2)[CH2:7][CH:8]([OH:10])[CH2:9]1)([F:42])[F:43].[I:44][CH3:45].[K+:46].[K+:47].[O-:48][C:49]([O-:50])=[O:51].[O:52]=[CH:53][N:54]([CH3:55])[CH3:56]>>[F:1][C:2]([C:3](=[O:4])[N:5]([C:6]1([c:11]2[cH:12][cH:13][c:14](-[c:17]3[n:18][c:19]4[cH:20][cH:21][n:22]5[c:23]([c:24]4[cH:25][c:26]3-[c:27]3[cH:28][cH:29][cH:30][cH:31][cH:32]3)[n:33][n:34][c:35]5-[c:36]3[n:37][cH:38][cH:39][cH:40][n:41]3)[cH:15][cH:16]2)[CH2:7][CH:8]([OH:10])[CH2:9]1)[CH3:49])([F:42])[F:43]. The product is CN(C(=O)C(F)(F)F)C1(c2ccc(-c3nc4ccn5c(-c6ncccn6)nnc5c4cc3-c3ccccc3)cc2)CC(O)C1. The reactants are O=C(NC1(c2ccc(-c3nc4ccn5c(-c6ncccn6)nnc5c4cc3-c3ccccc3)cc2)CC(O)C1)C(F)(F)F, CI, [K+], [K+], O=C([O-])[O-], CN(C)C=O. Starting materials: NN1C(C=2CCCCC2C(=N1)C1=CC=CC=C1)=O (2-amino-4-Phenyl-5,6,7,8-tetrahydrophthalazin-1(2H)-one), FC=1C=C(C=C(C1)F)CC(=O)O (2-(3,5-difluorophenyl)acetic acid). Product: FC=1C=C(C=C(C1)F)CC(=O)NN1C(C=2CCCCC2C(=N1)C1=CC=CC=C1)=O (2-(3,5-difluorophenyl)-N-(1-oxo-4-phenyl-5,6,7,8-tetrahydrophthalazin-2(1H)-yl)acetamide). As a reaction SMILES: [NH2:1][N:2]1[N:11]=[C:10]([C:12]2[CH:17]=[CH:16][CH:15]=[CH:14][CH:13]=2)[C:9]2[CH2:8][CH2:7][CH2:6][CH2:5][C:4]=2[C:3]1=[O:18].[F:19][C:20]1[CH:21]=[C:22]([CH2:27][C:28](O)=[O:29])[CH:23]=[C:24]([F:26])[CH:25]=1>>[F:19][C:20]1[CH:21]=[C:22]([CH2:27][C:28]([NH:1][N:2]2[N:11]=[C:10]([C:12]3[CH:13]=[CH:14][CH:15]=[CH:16][CH:17]=3)[C:9]3[CH2:8][CH2:7][CH2:6][CH2:5][C:4]=3[C:3]2=[O:18])=[O:29])[CH:23]=[C:24]([F:26])[CH:25]=1. Reported procedure: The product from Example 185A and 2-(3,5-difluorophenyl)acetic acid were treated using a method similar to that described in Example 17C to give the title compound. 1H NMR (400 MHz, DMSO-d6) δ ppm 11.68-11.71 (bs, 1H), 7.39-7.51 (m, 5H), 7.04-7.20 (m, 3H), 3.72 (s, 2H), 2.51-2.55 (m, 2H), 2.37-2.41 (m, 2H), 1.69-1.77 (m, 2H), 1.58-1.65 (m, 2H); MS (APCI+) M/Z 396 (M+H)+. Reactants: O=C1CN=C(c2ccccc2Cl)c2cc(Br)ccc2N1, CCOC(OCC)N1CCOCC1. Product: O=C1Nc2ccc(Br)cc2C(c2ccccc2Cl)=NC1=CN1CCOCC1. RXN SMILES: [Br:1][c:2]1[cH:3][cH:4][c:5]2[c:6]([cH:20]1)[C:7]([c:13]1[c:14]([Cl:19])[cH:15][cH:16][cH:17][cH:18]1)=[N:8][CH2:9][C:10](=[O:12])[NH:11]2.[O:21]1[CH2:22][CH2:23][N:24]([CH:27]([O:28][CH2:29][CH3:30])[O:31][CH2:32][CH3:33])[CH2:25][CH2:26]1>>[Br:1][c:2]1[cH:3][cH:4][c:5]2[c:6]([cH:20]1)[C:7]([c:13]1[c:14]([Cl:19])[cH:15][cH:16][cH:17][cH:18]1)=[N:8][C:9](=[CH:27][N:24]1[CH2:23][CH2:22][O:21][CH2:26][CH2:25]1)[C:10](=[O:12])[NH:11]2. Starting materials: ClC1=NC=CC(=C1)CO ((2-Chloro-pyridin-4-yl)-methanol), C[O-].[Na+] (sodium methoxide). Product: COC1=NC=CC(=C1)CO ((2-Methoxy-pyridin-4-yl)-methanol). The yield is 60.0%. As a reaction SMILES: Cl[C:2]1[CH:7]=[C:6]([CH2:8][OH:9])[CH:5]=[CH:4][N:3]=1.[CH3:10][O-:11].[Na+]>>[CH3:10][O:11][C:2]1[CH:7]=[C:6]([CH2:8][OH:9])[CH:5]=[CH:4][N:3]=1 |f:1.2|. Reported procedure: (2-Chloro-pyridin-4-yl)-methanol (2.82 g, 19.67 mmol) was refluxed with 25 wt. % sodium methoxide (25 ml) solution for 24 hr. After cooling to room temperature, the mixture was evaporated in vacuo and the residue was purified by silica gel column chromatography (eluent, EA:hexane (1:1)) to afford 1.8 g (60%) of (2-Methoxy-pyridin-4-yl)-methanol as a pale brown oil. 1H NMR (200 MHz, CDCl3) δ 2.16 (3H, s), 2.21 (3H, s), 5.13 (2H, s), 6.99 (1H, d, J=5.6 Hz), 8.11 (1H, br. s), 8.12 (1H, s), 8.23 (1H...